Task: describe an organic reaction: reactants, conditions, products, and yield. Dataset: the Open Reaction Database (ORD), a public repository of structured organic reaction records Product: C(=O)(O)C=1OC2=C(C(C1C1=CC=C(C=C1)OC)=O)C(=CC(=C2)OCC2=CC=C(C=C2)OCC2=NC1=CC=CC=C1C=C2)O (2-carboxy-5-hydroxy-3-(4-methoxyphenyl)-7-(4-(quinolin-2-ylmethoxy)benzyloxy)-4-oxo-4H-1H-benzopyran). Run in O (water). The reactants are C(=O)(OCC)C=1OC2=C(C(C1C1=CC=C(C=C1)OC)=O)C(=CC(=C2)OCC2=CC=C(C=C2)OCC2=NC1=CC=CC=C1C=C2)O (2-carboethoxy-5-hydroxy-3-(4-methoxyphenyl)-7-(4-(quinolin-2-ylmethoxy)benzyloxy)-4-oxo-4H-1-benzopyran), C([O-])(O)=O.[Na+] (sodium bicarbonate), C(C)O (ethanol). Reaction SMILES: [C:1]([C:6]1[O:7][C:8]2[CH:24]=[C:23]([O:25][CH2:26][C:27]3[CH:32]=[CH:31][C:30]([O:33][CH2:34][C:35]4[CH:44]=[CH:43][C:42]5[C:37](=[CH:38][CH:39]=[CH:40][CH:41]=5)[N:36]=4)=[CH:29][CH:28]=3)[CH:22]=[C:21]([OH:45])[C:9]=2[C:10](=[O:20])[C:11]=1[C:12]1[CH:17]=[CH:16][C:15]([O:18][CH3:19])=[CH:14][CH:13]=1)([O:3]CC)=[O:2].C(=O)(O)[O-].[Na+].C(O)C>O>[C:1]([C:6]1[O:7][C:8]2[CH:24]=[C:23]([O:25][CH2:26][C:27]3[CH:32]=[CH:31][C:30]([O:33][CH2:34][C:35]4[CH:44]=[CH:43][C:42]5[C:37](=[CH:38][CH:39]=[CH:40][CH:41]=5)[N:36]=4)=[CH:29][CH:28]=3)[CH:22]=[C:21]([OH:45])[C:9]=2[C:10](=[O:20])[C:11]=1[C:12]1[CH:13]=[CH:14][C:15]([O:18][CH3:19])=[CH:16][CH:17]=1)([OH:3])=[O:2] |f:1.2|. Reported procedure: 0.14 g 2-carboethoxy-5-hydroxy-3-(4-methoxyphenyl)-7-(4-(quinolin-2-ylmethoxy)benzyloxy)-4-oxo-4H-1-benzopyran and 0.78 g sodium bicarbonate are combined in 7 ml of water and 7 ml of ethanol and refluxed overnight. The mixture is extracted with ether and the aqueous neutralized to pH6. The resulting solid is collected, dried to give 2-carboxy-5-hydroxy-3-(4-methoxyphenyl)-7-(4-(quinolin-2-ylmethoxy)benzyloxy)-4-oxo-4H-1H-benzopyran; m.p. 195°-96° C. The reactants are BrC=1C=CC(=NC1)NC(C)=O (N-(5-bromo-pyridin-2-yl)-acetamide), C1(=C(C=CC=C1)P(C1=C(C=CC=C1)C)C1=C(C=CC=C1)C)C (tri-o-tolylphosphine), C=C (ethylene). Reagents/catalysts: C(C)(=O)[O-].[Pd+2].C(C)(=O)[O-] (palladium acetate). Solvent: C(C)#N (acetonitrile), C(C)N(CC)CC (triethylamine). Conditions: temperature 85 celsius. Product: C(=C)C=1C=CC(=NC1)NC(C)=O (N-(5-Vinyl-pyridin-2-yl)-acetamide). The yield is 1924.4%. Reaction SMILES: Br[C:2]1[CH:3]=[CH:4][C:5]([NH:8][C:9](=[O:11])[CH3:10])=[N:6][CH:7]=1.[C:12]1(C)C=CC=C[C:13]=1P(C1C=CC=CC=1C)C1C=CC=CC=1C.C=C>C(#N)C.C(N(CC)CC)C.C([O-])(=O)C.[Pd+2].C([O-])(=O)C>[CH:12]([C:2]1[CH:3]=[CH:4][C:5]([NH:8][C:9](=[O:11])[CH3:10])=[N:6][CH:7]=1)=[CH2:13] |f:5.6.7|. Procedure details: A solution of of N-(5-bromo-pyridin-2-yl)-acetamide (prepared as described in Preparation One, 4.30 g, 20 mmol) in acetonitrile (15 ml) and triethylamine (5.04 ml) was treated with palladium acetate (45 mg, 0.2 mmol) and tri-o-tolylphosphine (203 mg, 0.66 mmol). The mixture was placed in a pressure reactor under 50 psig of ethylene pressure and heated at 85° C. for 66 hours. The reaction mixture was cooled, vented, and partitioned between phosphate buffer (0.1M, pH 6.6) and ethyl acetate. The aq... Reactants: OC[C@H](CC(C)C)NC(=O)C1=NC(=C(N=C1)N1CCCC1)OCCC (6-Propoxy-5-pyrrolidin-1-yl-pyrazine-2-carboxylic acid ((S)-1-hydroxymethyl-3-methyl-butyl)-amide), title compounds, C(CCC)NC=1N=CC(=NC1OCC(F)(F)F)C(=O)O (5-butylamino-6-(2,2,2-trifluoro-ethoxy)-pyrazine-2-carboxylic acid), COC(C(CC)(CC)N)=O (2-amino-2-ethyl-butyric acid methyl ester). The product is COC(C(CC)(CC)NC(=O)C1=NC(=C(N=C1)NCCCC)OCC(F)(F)F)=O (2-{[5-Butylamino-6-(2,2,2-trifluoro-ethoxy)-pyrazine-2-carbonyl]-amino}-2-ethyl-butyric acid methyl ester). As a reaction SMILES: OC[C@@H](NC(C1C=NC(N2CCCC2)=C(OCCC)N=1)=O)CC(C)C.[CH2:26]([NH:30][C:31]1[N:32]=[CH:33][C:34]([C:43]([OH:45])=O)=[N:35][C:36]=1[O:37][CH2:38][C:39]([F:42])([F:41])[F:40])[CH2:27][CH2:28][CH3:29].[CH3:46][O:47][C:48](=[O:55])[C:49]([NH2:54])([CH2:52][CH3:53])[CH2:50][CH3:51]>>[CH3:46][O:47][C:48](=[O:55])[C:49]([NH:54][C:43]([C:34]1[CH:33]=[N:32][C:31]([NH:30][CH2:26][CH2:27][CH2:28][CH3:29])=[C:36]([O:37][CH2:38][C:39]([F:40])([F:41])[F:42])[N:35]=1)=[O:45])([CH2:52][CH3:53])[CH2:50][CH3:51]. Procedure details: In analogy to the procedure described for the synthesis of 6-propoxy-5-pyrrolidin-1-yl-pyrazine-2-carboxylic acid ((S)-1-hydroxymethyl-3-methyl-butyl)-amide (example 10, step d) the title compounds was prepared from 5-butylamino-6-(2,2,2-trifluoro-ethoxy)-pyrazine-2-carboxylic acid and 2-amino-2-ethyl-butyric acid methyl ester (European Journal of Medicinal Chemistry 1984, 19, 261). m/z (ES+): 421.1 (M+H). Starting materials: solution, C(=O)C1=CC=C(C=C1)C=CC1=CC=NC2=CC=CC=C12 (4-[2-(4-formylphenyl)ethenyl]quinoline), [BH4-].[Na+] (NaBH4). Run in CCOCC (Et2O), CO (MeOH). Reaction conditions: time 20 minute. The product is OCC1=CC=C(C=C1)C=CC1=CC=NC2=CC=CC=C12 (4-[2-(4-hydroxymethylphenyl)ethenyl]quinoline). RXN SMILES: [CH:1]([C:3]1[CH:8]=[CH:7][C:6]([CH:9]=[CH:10][C:11]2[C:20]3[C:15](=[CH:16][CH:17]=[CH:18][CH:19]=3)[N:14]=[CH:13][CH:12]=2)=[CH:5][CH:4]=1)=[O:2].[BH4-].[Na+]>CO.CCOCC>[OH:2][CH2:1][C:3]1[CH:4]=[CH:5][C:6]([CH:9]=[CH:10][C:11]2[C:20]3[C:15](=[CH:16][CH:17]=[CH:18][CH:19]=3)[N:14]=[CH:13][CH:12]=2)=[CH:7][CH:8]=1 |f:1.2|. Reported procedure: A 50 mL solution of (1) in MeOH was cooled to 0° C. and NaBH4 (2 molar excess) was added. Stirring continued for 20 minutes at a temperature of about 0° to 20° C. The reaction mixture was diluted with Et2O, filtered through a thin layer of SiO2 and evaporated to provide a 1.59 g (≈100%) yield of (2). Starting materials: CC1(C2CCC3(C2)C(C1=C)CCC3C(=O)O)C (vetivenic acid), C(=O)O (formic acid), C(C)O (ethanol). The solvent is O (water). Product: CC1=C2CCC(C23CCC(C1(C)C)C3)C(=O)O (6,7,7-Trimethyl-tricyclo[6.2.1.01,5 ]undec-5-en-2-yl carboxylic acid). As a reaction SMILES: [CH3:1][C:2]1([CH3:17])[C:9](=[CH2:10])[CH:8]2[CH2:11][CH2:12][CH:13]([C:14]([OH:16])=[O:15])[C:6]32[CH2:7][CH:3]1[CH2:4][CH2:5]3.C(O)=O.C(O)C>O>[CH3:10][C:9]1[C:2]([CH3:1])([CH3:17])[CH:3]2[CH2:7][C:6]3([CH2:5][CH2:4]2)[C:8]=1[CH2:11][CH2:12][CH:13]3[C:14]([OH:16])=[O:15]. Procedure: 500 mg of vetivenic acid (see example 1) were treated with formic acid under the same conditions as those described in example 2. The pure compound was obtained after cristallization in a 1:1 mixture of ethanol and water. Reactants: C(C1=CC=CC=C1)N1N=C(C(=C1)CC(=O)OCC)O (ethyl (1-benzyl-3-hydroxy-1H-pyrazol-4-yl)acetate), ClCC1=CC=C(OCC=2N=C(OC2C)C2=CC=CC=C2)C=C1 (4-(4-chloromethylphenoxymethyl)-5-methyl-2-phenyloxazole), C([O-])([O-])=O.[K+].[K+] (potassium carbonate), CN(C=O)C (N,N-dimethylformamide). Run in O (water). Conditions: temperature 60 celsius, time 5 hour. The product is C(C1=CC=CC=C1)N1N=C(C(=C1)CC(=O)OCC)OCC1=CC=C(C=C1)OCC=1N=C(OC1C)C1=CC=CC=C1 (ethyl [1-benzyl-3-[4-(5-methyl-2-phenyl-4-oxazolylmethoxy)benzyloxy]-1H-pyrazol-4-yl]acetate). The yield is 67.9%. As a reaction SMILES: [CH2:1]([N:8]1[CH:12]=[C:11]([CH2:13][C:14]([O:16][CH2:17][CH3:18])=[O:15])[C:10]([OH:19])=[N:9]1)[C:2]1[CH:7]=[CH:6][CH:5]=[CH:4][CH:3]=1.Cl[CH2:21][C:22]1[CH:41]=[CH:40][C:25]([O:26][CH2:27][C:28]2[N:29]=[C:30]([C:34]3[CH:39]=[CH:38][CH:37]=[CH:36][CH:35]=3)[O:31][C:32]=2[CH3:33])=[CH:24][CH:23]=1.C(=O)([O-])[O-].[K+].[K+].CN(C)C=O>O>[CH2:1]([N:8]1[CH:12]=[C:11]([CH2:13][C:14]([O:16][CH2:17][CH3:18])=[O:15])[C:10]([O:19][CH2:21][C:22]2[CH:23]=[CH:24][C:25]([O:26][CH2:27][C:28]3[N:29]=[C:30]([C:34]4[CH:39]=[CH:38][CH:37]=[CH:36][CH:35]=4)[O:31][C:32]=3[CH3:33])=[CH:40][CH:41]=2)=[N:9]1)[C:2]1[CH:3]=[CH:4][CH:5]=[CH:6][CH:7]=1 |f:2.3.4|. Procedure details: A mixture of ethyl (1-benzyl-3-hydroxy-1H-pyrazol-4-yl)acetate (521 mg), 4-(4-chloromethylphenoxymethyl)-5-methyl-2-phenyloxazole (628 mg), potassium carbonate (553 mg) and N,N-dimethylformamide (10 ml) was stirred at 60° C. for 5 hrs. The reaction mixture was poured into water and the mixture was extracted with ethyl acetate. The ethyl acetate layer was washed with saturated brine, dried (MgSO4) and concentrated. The residue was subjected to silica gel column chromatography, and ethyl [1-benzyl... Reactants: COC(=O)C1=CC=CC=2N(C(=NC21)CN2C(N(C1=C2C=CC=C1)C(C)C)=O)CCC(C)C (2-(3-isopropyl-2-oxo-2,3-dihydro-benzoimidazol-1-ylmethyl)-1-(3-methyl-butyl)-1H-benzoimidazole-4-carboxylic acid methyl ester), [H-].[H-].[H-].[H-].[Li+].[Al+3] (LiAlH4). The solvent is C1CCOC1 (THF), C1CCOC1 (THF). Conditions: time 10 minute. Product: OCC1=CC=CC=2N(C(=NC21)CN2C(N(C1=C2C=CC=C1)C(C)C)=O)CCC(C)C (1-[4-Hydroxymethyl-1-(3-methyl-butyl)-1H-benzoimidazol-2-ylmethyl]-3-isopropyl-1,3-dihydro-benzoimidazol-2-one). The yield is 54.7%. RXN SMILES: C[O:2][C:3]([C:5]1[C:13]2[N:12]=[C:11]([CH2:14][N:15]3[C:19]4[CH:20]=[CH:21][CH:22]=[CH:23][C:18]=4[N:17]([CH:24]([CH3:26])[CH3:25])[C:16]3=[O:27])[N:10]([CH2:28][CH2:29][CH:30]([CH3:32])[CH3:31])[C:9]=2[CH:8]=[CH:7][CH:6]=1)=O.[H-].[H-].[H-].[H-].[Li+].[Al+3]>C1COCC1>[OH:2][CH2:3][C:5]1[C:13]2[N:12]=[C:11]([CH2:14][N:15]3[C:19]4[CH:20]=[CH:21][CH:22]=[CH:23][C:18]=4[N:17]([CH:24]([CH3:25])[CH3:26])[C:16]3=[O:27])[N:10]([CH2:28][CH2:29][CH:30]([CH3:32])[CH3:31])[C:9]=2[CH:8]=[CH:7][CH:6]=1 |f:1.2.3.4.5.6|. Procedure: To a cooled (0° C.) solution of 2-(3-isopropyl-2-oxo-2,3-dihydro-benzoimidazol-1-ylmethyl)-1-(3-methyl-butyl)-1H-benzoimidazole-4-carboxylic acid methyl ester (2.36 g, 5.44 mmol) in THF (33 mL) was slowly added 1M LiAlH4 in THF (5.46 mL, 5.46 mmol) under nitrogen. The mixture turned bright yellow and was stirred for 10 min at the same temperature. The mixture was quenched with satd. Na/K tartrate (15 mL) and extracted with ethyl acetate (2×30 mL). The combined organic layers were washed with bri... Reactants: CS(=O)(=O)OCCOC1=NNC2=NC=NC(=C21)NC2=CC(=C(C=C2)OCC2=CC(=CC=C2)F)OC (2-{[4-({4-[(3-fluorobenzyl)oxy]-3-methoxyphenyl}amino)-1H-pyrazolo[3,4-d]pyrimidin-3-yl]oxy}ethyl methanesulfonate), OC1CCNCC1 (4-hydroxypiperidine). Yields the product FC=1C=C(COC2=C(C=C(C=C2)NC2=C3C(=NC=N2)NN=C3OCCN3CCC(CC3)O)OC)C=CC1 (1-(2-{[4-({4-[(3-fluorobenzyl)oxy]-3-methoxyphenyl}amino)-1H-pyrazolo[3,4-d]pyrimidin-3-yl]oxy}ethyl)piperidin-4-ol). Yield: 46.0%. RXN SMILES: CS(O[CH2:6][CH2:7][O:8][C:9]1[C:17]2[C:12](=[N:13][CH:14]=[N:15][C:16]=2[NH:18][C:19]2[CH:24]=[CH:23][C:22]([O:25][CH2:26][C:27]3[CH:32]=[CH:31][CH:30]=[C:29]([F:33])[CH:28]=3)=[C:21]([O:34][CH3:35])[CH:20]=2)[NH:11][N:10]=1)(=O)=O.[OH:36][CH:37]1[CH2:42][CH2:41][NH:40][CH2:39][CH2:38]1>>[F:33][C:29]1[CH:28]=[C:27]([CH:32]=[CH:31][CH:30]=1)[CH2:26][O:25][C:22]1[CH:23]=[CH:24][C:19]([NH:18][C:16]2[N:15]=[CH:14][N:13]=[C:12]3[NH:11][N:10]=[C:9]([O:8][CH2:7][CH2:6][N:40]4[CH2:41][CH2:42][CH:37]([OH:36])[CH2:38][CH2:39]4)[C:17]=23)=[CH:20][C:21]=1[O:34][CH3:35]. Reported procedure: The procedure described in Example 55 was repeated using 2-{[4-({4-[(3-fluorobenzyl)oxy]-3-methoxyphenyl}amino)-1H-pyrazolo[3,4-d]pyrimidin-3-yl]oxy}ethyl methanesulfonate and 4-hydroxypiperidine to give the title compound in 46% yield; NMR Spectrum: 1.36 (d, 2H), 1.69 (d, 2H), 2.18 (t, 2H), 2.78 (m, 4H), 3.80 (s, 3H), 4.42 (t, 2H), 4.55 (d, 1H), 5.11 (s, 2H), 7.02 (d, 1H), 7.16 (m, 2H), 7.30 (m, 2H), 7.36 (d, 1H), 7.44 (q, 1H), 8.25 (s, 1H), 8.45 (s, 1H); Mass Spectrum: 509 (MH+).